This data is from the Open Reaction Database (ORD), a public repository of structured organic reaction records. The task is: describe an organic reaction: reactants, conditions, products, and yield Starting materials: COC1=CC(=NC=C1)C (4-methoxy-2-methylpyridine), C(C1=CC=CC=C1)Br (benzyl bromide). Solvent: CC(=O)C (acetone), C(C)OCC (diethyl ether). Conditions: time 15 minute. Product: C(C1=CC=CC=C1)N1C(CC(CC1)=O)C (1-Benzyl-2-methyl-4-piperidone). Yield: 59.5%. As a reaction SMILES: C[O:2][C:3]1[CH:8]=[CH:7][N:6]=[C:5]([CH3:9])[CH:4]=1.[CH2:10](Br)[C:11]1[CH:16]=[CH:15][CH:14]=[CH:13][CH:12]=1>CC(C)=O.C(OCC)C>[CH2:10]([N:6]1[CH2:7][CH2:8][C:3](=[O:2])[CH2:4][CH:5]1[CH3:9])[C:11]1[CH:16]=[CH:15][CH:14]=[CH:13][CH:12]=1. Reported procedure: 6.97 g of 4-methoxy-2-methylpyridine was dissolved in 200 ml of acetone and 13.5 g of benzyl bromide was added thereto. Then the resulting mixture was heated under reflux for 2 hours and 30 minutes. The reaction mixture was cooled to room temperature and diluted with diethyl ether. The precipitate was taken up by filtration and the solid matter was dissolved in 60 ml of water. Next, 5.35 g of sodium borohydride was added thereto in portions. After stirring for 15 minutes, the reaction mixture wa...